This data is from the Open Reaction Database (ORD), a public repository of structured organic reaction records. The task is: describe an organic reaction: reactants, conditions, products, and yield RXN SMILES: [C:1]([C:3]1[N:4]=[CH:5][C:6]([NH:20][C:21]2([C:25]([NH2:27])=[O:26])[CH2:24][CH2:23][CH2:22]2)=[N:7][C:8]=1[NH:9][C:10]1[CH:11]=[C:12]2[C:17](=[CH:18][CH:19]=1)[N:16]=[CH:15][CH:14]=[CH:13]2)#[N:2].[OH-].[Na+].OO.CC(O)=[O:34]>CCO.CS(C)=O>[C:25]([C:21]1([NH:20][C:6]2[N:7]=[C:8]([NH:9][C:10]3[CH:11]=[C:12]4[C:17](=[CH:18][CH:19]=3)[N:16]=[CH:15][CH:14]=[CH:13]4)[C:3]([C:1]([NH2:2])=[O:34])=[N:4][CH:5]=2)[CH2:24][CH2:23][CH2:22]1)(=[O:26])[NH2:27] |f:1.2|. Reaction conditions: time 15 minute. The product is C(N)(=O)C1(CCC1)NC=1N=C(C(=NC1)C(=O)N)NC=1C=C2C=CC=NC2=CC1 (5-(1-carbamoylcyclobutylamino)-3-(quinolin-6-ylamino)pyrazine-2-carboxamide). Solvent: CCO (EtOH), CS(=O)C (DMSO). Reactants: CC(=O)O (HOAc), C(#N)C=1N=CC(=NC1NC=1C=C2C=CC=NC2=CC1)NC1(CCC1)C(=O)N (1-(5-cyano-6-(quinolin-6-ylamino)pyrazin-2-ylamino)cyclobutanecarboxamide), [OH-].[Na+] (NaOH), OO (H2O2). Procedure details: The compound 1-(5-cyano-6-(quinolin-6-ylamino)pyrazin-2-ylamino)cyclobutanecarboxamide (10 mg, 0.028 mmol) was dissolved in EtOH (1 mL) and DMSO (0.5 mL), aq. 1N NaOH (0.50 mL) and aq. H2O2 (30%, 0.50 mL) were added. The mixture was stirred at room temperature for 15 min. HOAc (0.1 mL) was added. The mixture was then concentrated in vacuo. The residue was purified by HPLC to give the titled compound (7 mg). MS378.2 (M+H); UV 204.8, 267.7, 297.8, 358.5 nm; t 0.423 min. Reactants: ClC=1C=C(C=C(C1)Cl)B(O)O (3,5-dichlorophenylboronic acid), BrC(=C)C(F)(F)F (2-bromo-3,3,3-trifluoroprop-1-ene), C(=O)([O-])[O-].[K+].[K+] (K2CO3). The reagents and catalysts are Cl[Pd]([P](C1=CC=CC=C1)(C2=CC=CC=C2)C3=CC=CC=C3)([P](C4=CC=CC=C4)(C5=CC=CC=C5)C6=CC=CC=C6)Cl (Pd(PPh3)2Cl2). The solvent is C1CCOC1 (THF), O (H2O). Conditions: temperature 70 celsius. The product is ClC1=CC(=CC(=C1)C(=C)C(F)(F)F)Cl (1,3-dichloro-5-(3,3,3-trifluoroprop-1-en-2-yl)benzene). The yield is 91.4%. As a reaction SMILES: [Cl:1][C:2]1[CH:3]=[C:4](B(O)O)[CH:5]=[C:6]([Cl:8])[CH:7]=1.Br[C:13]([C:15]([F:18])([F:17])[F:16])=[CH2:14].C([O-])([O-])=O.[K+].[K+]>C1COCC1.O.Cl[Pd](Cl)([P](C1C=CC=CC=1)(C1C=CC=CC=1)C1C=CC=CC=1)[P](C1C=CC=CC=1)(C1C=CC=CC=1)C1C=CC=CC=1>[Cl:1][C:2]1[CH:3]=[C:4]([C:13]([C:15]([F:18])([F:17])[F:16])=[CH2:14])[CH:5]=[C:6]([Cl:8])[CH:7]=1 |f:2.3.4,^1:33,52|. Reported procedure: A mixture of 3,5-dichlorophenylboronic acid (5 g, 26.2 mmol), 2-bromo-3,3,3-trifluoroprop-1-ene (5 g, 28.6 mmol), K2CO3 (7.24 g, 52.4 mmol) and Pd(PPh3)2Cl2 (368 mg) in THF (20 mL) and H2O (10 mL) was heated at 70° C. in a sealed tube for 4 h. The mixture was cooled to rt and partitioned between ether (50 mL) and H2O (50 mL). The aqueous layer was extracted with ether (50 mL) and the combined organic layers were dried over Na2SO4. The solvent was removed under reduced pressure and the crude prod... Reactants: C1(=CC=CC=C1)C(=O)C=1C=NC2=C(C=CC=C2C1C1=CC=CC=C1)C(F)(F)F (phenyl[4-phenyl-8-(trifluoromethyl)quinolin-3-yl]methanone), COC(OC)OC (trimethylorthoformate), C1(=CC=C(C=C1)S(=O)(=O)O)C (para-toluenesulfonic acid), C([O-])([O-])[O-] (orthoformate), C([O-])([O-])[O-] (orthoformate), C[O-].[Na+] (NaOMe). The solvent is CO (MeOH), CO (methanol). Run at time 5 hour. The product is COC(C=1C=NC2=C(C=CC=C2C1C1=CC=CC=C1)C(F)(F)F)(C1=CC=CC=C1)OC (3-[DIMETHOXY(PHENYL)METHYL]-4-PHENYL-8-(TRIFLUOROMETHYL)QUINOLINE). The yield is 813.4%. As a reaction SMILES: [C:1]1([C:7]([C:9]2[CH:10]=[N:11][C:12]3[C:17]([C:18]=2[C:19]2[CH:24]=[CH:23][CH:22]=[CH:21][CH:20]=2)=[CH:16][CH:15]=[CH:14][C:13]=3[C:25]([F:28])([F:27])[F:26])=[O:8])[CH:6]=[CH:5][CH:4]=[CH:3][CH:2]=1.[CH3:29][O:30]C(OC)OC.[C:36]1(C)C=CC(S(O)(=O)=O)=CC=1.C([O-])([O-])[O-].C[O-].[Na+]>CO>[CH3:36][O:8][C:7]([O:30][CH3:29])([C:1]1[CH:6]=[CH:5][CH:4]=[CH:3][CH:2]=1)[C:9]1[CH:10]=[N:11][C:12]2[C:17]([C:18]=1[C:19]1[CH:20]=[CH:21][CH:22]=[CH:23][CH:24]=1)=[CH:16][CH:15]=[CH:14][C:13]=2[C:25]([F:28])([F:26])[F:27] |f:4.5|. Procedure details: phenyl[4-phenyl-8-(trifluoromethyl)quinolin-3-yl]methanone (0.210 g, 0.56 mmol) in MeOH (5 mL) is refluxed with trimethylorthoformate (0.12 mL, 1.12 mmol) and para-toluenesulfonic acid (0.005 g). After 5 h, additional orthoformate (0.20 mL) is added. After 3 h more, more orthoformate (0.20 mL) is added. After refluxing overnight, the reaction is cooled and treated with NaOMe in methanol (0.5 mL). After 10 min of stirring, the reaction is concentrated and the residue chromatographed eluting with ...